From a dataset of the Open Reaction Database (ORD), a public repository of structured organic reaction records. describe an organic reaction: reactants, conditions, products, and yield The reactants are [I-].O[C@H](C)[C@@H]1[C@@H]2N(C(=C([C@@H]2C)C2=C[N+]=3C(S2)=CN(C3)C)C(=O)OCC3=CC=C(C=C3)[N+](=O)[O-])C1=O (4-nitrobenzyl (1S,5R,6S)-6-((1R)-1-hydroxyethyl)-1-methyl-2-(6-methylimidazo[5,1-b]thiazolium-2-yl)-1-carbapen-2-em-3-carboxylate iodide). The reagents and catalysts are [Pd] (Pd-C). Solvent: C1CCOC1 (THF), ( 1/15 ), P(=O)([O-])([O-])[O-] (phosphate). Reaction conditions: time 5 hour. The product is O[C@H](C)[C@@H]1[C@@H]2N(C(=C([C@@H]2C)C2=C[N+]=3C(S2)=CN(C3)C)C(=O)[O-])C1=O ((1S,5R,6S)-6-((1R)-1-hydroxyethyl)-1-methyl-2-(6-methylimidazo[5,1-b]thiazolium-2-yl)-1-carbapen-2-em-3-carboxylate). Reaction SMILES: [I-].[OH:2][C@@H:3]([C@H:5]1[C:34](=[O:35])[N:7]2[C:8]([C:21]([O:23]CC3C=CC([N+]([O-])=O)=CC=3)=[O:22])=[C:9]([C:12]3[S:16][C:15]4=[CH:17][N:18]([CH3:20])[CH:19]=[N+:14]4[CH:13]=3)[C@H:10]([CH3:11])[C@H:6]12)[CH3:4]>C1COCC1.P([O-])([O-])([O-])=O.[Pd]>[OH:2][C@@H:3]([C@H:5]1[C:34](=[O:35])[N:7]2[C:8]([C:21]([O-:23])=[O:22])=[C:9]([C:12]3[S:16][C:15]4=[CH:17][N:18]([CH3:20])[CH:19]=[N+:14]4[CH:13]=3)[C@H:10]([CH3:11])[C@H:6]12)[CH3:4] |f:0.1|. Reported procedure: The total volume of 4-nitrobenzyl (1S,5R,6S)-6-((1R)-1-hydroxyethyl)-1-methyl-2-(6-methylimidazo[5,1-b]thiazolium-2-yl)-1-carbapen-2-em-3-carboxylate iodide was dissolved in a mixture of 2 ml of THF and 2 ml of {fraction (1/15)} M phosphate buffer (pH 6.8), 77 mg of 10% Pd-C was added. The reactor was purged with hydrogen, and the reaction mixture was stirred at room temperature for 5 hours. The catalyst was collected by filtration with Celite and washed with water. The filtrate was washed with ... Reaction SMILES: I[C:2]1[CH:3]=[C:4]([C:8]2[N:9]=[C:10]3[C:16]([C:17](=[O:22])[C:18]([CH3:21])([CH3:20])[CH3:19])=[CH:15][N:14](COCC[Si](C)(C)C)[C:11]3=[N:12][CH:13]=2)[CH:5]=[CH:6][CH:7]=1.C(OC([N:38]1[CH2:47][CH2:46][CH2:45][C:40]2([CH2:44][NH:43][CH2:42][CH2:41]2)[CH2:39]1)=O)(C)(C)C>>[CH2:44]1[C:40]2([CH2:45][CH2:46][CH2:47][NH:38][CH2:39]2)[CH2:41][CH2:42][N:43]1[C:2]1[CH:3]=[C:4]([C:8]2[N:9]=[C:10]3[C:16]([C:17](=[O:22])[C:18]([CH3:20])([CH3:19])[CH3:21])=[CH:15][NH:14][C:11]3=[N:12][CH:13]=2)[CH:5]=[CH:6][CH:7]=1. Yields the product C1N(CCC12CNCCC2)C=2C=C(C=CC2)C=2N=C1C(=NC2)NC=C1C(C(C)(C)C)=O (1-{2-[3-(2,7-Diaza-spiro[4.5]dec-2-yl)-phenyl]-5H-pyrrolo[2,3-b]pyrazin-7-yl}-2,2-dimethyl-propan-1-one). The reactants are IC=1C=C(C=CC1)C=1N=C2C(=NC1)N(C=C2C(C(C)(C)C)=O)COCC[Si](C)(C)C (1-[2-(3-iodo-phenyl)-5-(2-trimethylsilanyl-ethoxymethyl)-5H-pyrrolo[2,3-b]pyrazin-7-yl]-2,2-dimethyl-propan-1-one), C(C)(C)(C)OC(=O)N1CC2(CCNC2)CCC1 (2,7-diaza-spiro[4.5]decane-7-carboxylic acid tert-butyl ester). Procedure details: 1-{2-[3-(2,7-Diaza-spiro[4.5]dec-2-yl)-phenyl]-5H-pyrrolo[2,3-b]pyrazin-7-yl}-2,2-dimethyl-propan-1-one was prepared starting from 1-[2-(3-iodo-phenyl)-5-(2-trimethylsilanyl-ethoxymethyl)-5H-pyrrolo[2,3-b]pyrazin-7-yl]-2,2-dimethyl-propan-1-one and 2,7-diaza-spiro[4.5]decane-7-carboxylic acid tert-butyl ester following general procedures as described in these Examples. M+H=418. Reactants: CC#N, COc1cc(C(C)=O)ccc1OCCCl, Clc1ccc2c(C3CCNCC3)noc2c1, [K+], [K+], O=C([O-])[O-]. Product: COc1cc(C(C)=O)ccc1OCCN1CCC(c2noc3cc(Cl)ccc23)CC1. As a reaction SMILES: [CH3:38][C:39]#[N:40].[Cl:17][CH2:18][CH2:19][O:20][c:21]1[c:22]([O:30][CH3:31])[cH:23][c:24]([C:27]([CH3:28])=[O:29])[cH:25][cH:26]1.[Cl:1][c:2]1[cH:3][c:4]2[c:5]([c:6]([CH:9]3[CH2:10][CH2:11][NH:12][CH2:13][CH2:14]3)[n:7][o:8]2)[cH:15][cH:16]1.[K+:32].[K+:33].[O-:34][C:35]([O-:36])=[O:37]>>[Cl:1][c:2]1[cH:3][c:4]2[c:5]([c:6]([CH:9]3[CH2:10][CH2:11][N:12]([CH2:18][CH2:19][O:20][c:21]4[c:22]([O:30][CH3:31])[cH:23][c:24]([C:27]([CH3:28])=[O:29])[cH:25][cH:26]4)[CH2:13][CH2:14]3)[n:7][o:8]2)[cH:15][cH:16]1. Starting materials: BrCC1=CC=CC=2C=C(OC21)C2=CC=CC=C2 (7-(bromomethyl)-2-phenyl benzofuran), CO (methanol), [C-]#N.[K+] (potassium cyanide), CO (methanol). Yields the product C1(=CC=CC=C1)C1(OC=2C(C=CC2)=CC1)CC#N (2-phenyl-7-benzofuranacetonitrile). Reaction SMILES: [C-:1]#[N:2].[K+].BrC[C:6]1[C:14]2[O:13][C:12]([C:15]3[CH:20]=[CH:19][CH:18]=[CH:17][CH:16]=3)=[CH:11][C:10]=2[CH:9]=[CH:8][CH:7]=1.[CH3:21]O>>[C:15]1([C:12]2([CH2:21][C:1]#[N:2])[CH2:11][CH:10]=[C:9]3[CH:8]=[CH:7][CH:6]=[C:14]3[O:13]2)[CH:16]=[CH:17][CH:18]=[CH:19][CH:20]=1 |f:0.1|. Reported procedure: 11 g of potassium cyanide were added to 110 ml of methanol and then 23.5 g of 7-(bromomethyl)-2-phenyl benzofuran (Helvetica Chimica Acta, Vol. 57, 5, 1974, p. 1381) in 250 ml of methanol were added. The mixture was refluxed for 5 hours, then separated, filtered and concentrated. The crystals were crystallized from flugene-1,1,3 at reflux to obtain 5.78 g of the desired product melting at 65° C. Reactants: COC1=CC=C(C=C1)NC1=C(CC(=C(C1)C(=O)OC)NC1=CC=C(C=C1)OC)C(=O)OC (Dimethyl 2,5-bis{(4-methoxyphenyl)amino}cyclohexa-1,4-diene-1,4-dicarboxylate), [Na] (sodium), [N+](=O)([O-])C=1C=C(C=CC1)S(=O)(=O)O (3-nitrobenzenesulphonic acid), [OH-].[Na+] (sodium hydroxide), Cl (hydrochloric acid). Solvent: C(C)O (ethanol), O (water). Product: COC1=CC=C(C=C1)NC1=C(C(=O)O)C=C(C(=C1)C(=O)O)NC1=CC=C(C=C1)OC (2,5-bis{(4-methoxyphenyl)amino}terephthalic acid). The yield is 97.9%. Reaction SMILES: [CH3:1][O:2][C:3]1[CH:8]=[CH:7][C:6]([NH:9][C:10]2[CH2:15][C:14]([C:16]([O:18]C)=[O:17])=[C:13]([NH:20][C:21]3[CH:26]=[CH:25][C:24]([O:27][CH3:28])=[CH:23][CH:22]=3)[CH2:12][C:11]=2[C:29]([O:31]C)=[O:30])=[CH:5][CH:4]=1.[Na].[N+](C1C=C(S(O)(=O)=O)C=CC=1)([O-])=O.[OH-].[Na+].Cl>O.C(O)C>[CH3:28][O:27][C:24]1[CH:25]=[CH:26][C:21]([NH:20][C:13]2[CH:12]=[C:11]([C:29]([OH:31])=[O:30])[C:10]([NH:9][C:6]3[CH:5]=[CH:4][C:3]([O:2][CH3:1])=[CH:8][CH:7]=3)=[CH:15][C:14]=2[C:16]([OH:18])=[O:17])=[CH:22][CH:23]=1 |f:3.4,^1:32|. Reported procedure: Dimethyl 2,5-bis{(4-methoxyphenyl)amino}cyclohexa-1,4-diene-1,4-dicarboxylate (6.58 gm, 15 mmol), the sodium salt of 3-nitrobenzenesulphonic acid (3.6 gm; 16 mmol), ethanol (90 ml) and 1.0M sodium hydroxide (50 ml) were heated to reflux overnight under a nitrogen atmosphere. The orange solution was allowed to cool and water (120 ml) was added. The mixture was acidified with conc. hydrochloric acid when a purple solid precipitated out. This material was filtered off, washed with water, then 25% e...